This data is from the Open Reaction Database (ORD), a public repository of structured organic reaction records. The task is: describe an organic reaction: reactants, conditions, products, and yield Starting materials: ClC=1C=CC2=C(N=C(O2)C=2C=CC(=C(N)C2)NCCC)C1 (5-(5-chlorobenzoxazol-2-yl)-2-n-propylaminoaniline), Cl.C(C)(OC)=N (methyl acetimidate hydrochloride), C(O)([O-])=O.[Na+] (sodium hydrogen carbonate). Run in C(C)O (ethanol). The product is ClC=1C=CC2=C(N=C(O2)C2=CC3=C(N(C(=N3)C)CCC)C=C2)C1 (5-(5-chlorobenzoxazol-2-yl)-2-methyl-1-n-propylbenzimidazole). The yield is 71.8%. As a reaction SMILES: [Cl:1][C:2]1[CH:3]=[CH:4][C:5]2[O:9][C:8]([C:10]3[CH:11]=[CH:12][C:13]([NH:17][CH2:18][CH2:19][CH3:20])=[C:14]([CH:16]=3)[NH2:15])=[N:7][C:6]=2[CH:21]=1.Cl.[C:23](=N)(OC)[CH3:24].C(=O)([O-])O.[Na+]>C(O)C>[Cl:1][C:2]1[CH:3]=[CH:4][C:5]2[O:9][C:8]([C:10]3[CH:11]=[CH:12][C:13]4[N:17]([CH2:18][CH2:19][CH3:20])[C:23]([CH3:24])=[N:15][C:14]=4[CH:16]=3)=[N:7][C:6]=2[CH:21]=1 |f:1.2,3.4|. Procedure details: To a solution of 5-(5-chlorobenzoxazol-2-yl)-2-n-propylaminoaniline (see Working Example 135-1) (200 mg, 0.663 mmol) in ethanol (5 mL) was added methyl acetimidate hydrochloride (123 mg, 0.995 mmol), and this was heated to reflux for 5 hours. After the reaction was complete, saturated aqueous sodium hydrogen carbonate solution was added, and this was extracted with chloroform. The organic layer obtained was dried over anhydrous sodium sulfate, filtered, and concentrated to give crude crystals th... Starting materials: ice water, solution, B(Br)(Br)Br (boron tribromide), COC1=C(C(=O)OC)C=C(C(=C1)N)Cl (methyl 2-methoxy-4-amino-5-chlorobenzoate). Run in C(Cl)Cl (methylene chloride), C(Cl)Cl (methylene chloride). Run at time 20 hour. Product: NC=1C=C(C(C(=O)O)=CC1Cl)O (4-amino-5-chlorosalicylic acid). RXN SMILES: B(Br)(Br)Br.C[O:6][C:7]1[CH:16]=[C:15]([NH2:17])[C:14]([Cl:18])=[CH:13][C:8]=1[C:9]([O:11]C)=[O:10]>C(Cl)Cl>[NH2:17][C:15]1[CH:16]=[C:7]([OH:6])[C:8](=[CH:13][C:14]=1[Cl:18])[C:9]([OH:11])=[O:10]. Procedure details: A 0.1 molar solution of boron tribromide in methylene chloride (600 ml) is added to a stirred suspension of methyl 2-methoxy-4-amino-5-chlorobenzoate (37 g) in methylene chloride (500 ml). After stirring for 20 hrs, the mixture is poured into ice water, and the precipitate remaining in the reaction container is washed in the ice water mixture with a solution of 5.5N NaOH (600 mls). The aqueous layer is separated and acidified to pH3. The resulting precipitate is filtered, washed with water and d... Reactants: O=C(c1ccccc1)c1ccc(Cl)c([N+](=O)[O-])c1, Cl, O=C1OCc2ccccc2N1C1CCNCC1. Yields the product O=C(c1ccccc1)c1ccc(N2CCC(N3C(=O)OCc4ccccc43)CC2)c([N+](=O)[O-])c1. Reaction SMILES: [Cl:19][c:20]1[c:21]([N+:34](=[O:35])[O-:36])[cH:22][c:23]([C:24](=[O:25])[c:26]2[cH:27][cH:28][cH:29][cH:30][cH:31]2)[cH:32][cH:33]1.[ClH:1].[NH:2]1[CH2:3][CH2:4][CH:5]([N:8]2[C:9](=[O:18])[O:10][CH2:11][c:12]3[c:13]2[cH:14][cH:15][cH:16][cH:17]3)[CH2:6][CH2:7]1>>[N:2]1([c:20]2[c:21]([N+:34](=[O:35])[O-:36])[cH:22][c:23]([C:24](=[O:25])[c:26]3[cH:27][cH:28][cH:29][cH:30][cH:31]3)[cH:32][cH:33]2)[CH2:3][CH2:4][CH:5]([N:8]2[C:9](=[O:18])[O:10][CH2:11][c:12]3[c:13]2[cH:14][cH:15][cH:16][cH:17]3)[CH2:6][CH2:7]1.